Dataset: the Open Reaction Database (ORD), a public repository of structured organic reaction records. Task: describe an organic reaction: reactants, conditions, products, and yield The reactants are BrC(c1ccccc1)c1ccccc1, [K+], [K+], NC(=O)C1CCNCC1, O=C([O-])[O-], CN(C)C=O, O. Yields the product NC(=O)C1CCN(C(c2ccccc2)c2ccccc2)CC1. As a reaction SMILES: [Br:1][CH:2]([c:3]1[cH:4][cH:5][cH:6][cH:7][cH:8]1)[c:9]1[cH:10][cH:11][cH:12][cH:13][cH:14]1.[K+:24].[K+:25].[NH:15]1[CH2:16][CH2:17][CH:18]([C:19](=[O:20])[NH2:21])[CH2:22][CH2:23]1.[O-:26][C:27]([O-:28])=[O:29].[O:31]=[CH:32][N:33]([CH3:34])[CH3:35].[OH2:30]>>[CH:2]([c:3]1[cH:4][cH:5][cH:6][cH:7][cH:8]1)([c:9]1[cH:10][cH:11][cH:12][cH:13][cH:14]1)[N:15]1[CH2:16][CH2:17][CH:18]([C:19](=[O:20])[NH2:21])[CH2:22][CH2:23]1. Starting materials: CCO, CCOC(=O)C(=O)Nc1cc(Cl)ccc1O, [Na+], [OH-]. Product: O=C([O-])C(=O)Nc1cc(Cl)ccc1O, [Na+]. RXN SMILES: [CH3:19][CH2:20][OH:21].[Cl:1][c:2]1[cH:3][cH:4][c:5]([OH:16])[c:6]([NH:7][C:8]([C:9](=[O:10])[O:11][CH2:12][CH3:13])=[O:14])[cH:15]1.[Na+:18].[OH-:17]>>[Cl:1][c:2]1[cH:3][cH:4][c:5]([OH:16])[c:6]([NH:7][C:8]([C:9](=[O:10])[O-:11])=[O:14])[cH:15]1.[Na+:18]. The reactants are CC(C)O, CCO, Cl, [H][H], NC1(Cc2ccccc2)CCCc2nc(OCc3ccccc3)ccc21. Yields the product Cl, NC1(Cc2ccccc2)CCCc2[nH]c(=O)ccc21. RXN SMILES: [CH3:28][CH:29]([OH:30])[CH3:31].[CH3:34][CH2:35][OH:36].[ClH:27].[H:32][H:33].[c:1]1([CH2:7][C:8]2([NH2:26])[c:9]3[cH:10][cH:11][c:12]([O:18][CH2:19][c:20]4[cH:21][cH:22][cH:23][cH:24][cH:25]4)[n:13][c:14]3[CH2:15][CH2:16][CH2:17]2)[cH:2][cH:3][cH:4][cH:5][cH:6]1>>[ClH:27].[c:1]1([CH2:7][C:8]2([NH2:26])[c:9]3[cH:10][cH:11][c:12](=[O:18])[nH:13][c:14]3[CH2:15][CH2:16][CH2:17]2)[cH:2][cH:3][cH:4][cH:5][cH:6]1. Starting materials: 2.0, CON(C(C1=CC=CC=C1)=O)C (N-methoxy-N-methylbenzamid), C(C)OCC (diethyl ether), FC(C1CO1)(F)F (1,1,1-trifluoro-2,3-epoxypropane), C(CCC)[Li] (n-butyl lithium). The solvent is C1CCOC1 (THF), C1CCOC1 (THF), CCCCCC (hexane), CCCCCC (hexane). Reaction conditions: time 5 hour. Product: C1(=CC=CC=C1)C(=O)C1(OC1)C(F)(F)F (Phenyl-[2-(trifluoromethyl)oxiranyl]methanone). As a reaction SMILES: [F:1][C:2]([F:7])([F:6])[CH:3]1[O:5][CH2:4]1.C([Li])CCC.CON(C)[C:16](=[O:23])[C:17]1[CH:22]=[CH:21][CH:20]=[CH:19][CH:18]=1.C(OCC)C>C1COCC1.CCCCCC>[C:17]1([C:16]([C:3]2([C:2]([F:7])([F:6])[F:1])[CH2:4][O:5]2)=[O:23])[CH:22]=[CH:21][CH:20]=[CH:19][CH:18]=1. Procedure details: 2.3 ml (26 mmol) 1,1,1-trifluoro-2,3-epoxypropane in 30 ml THF and 8 ml hexane are cooled to −100° C. and 6.3 ml of a 2.5 M n-butyl lithium solution (16 mmol) in hexane are added over 15 minutes while the temperature does not exceed −95° C. 10 Minutes after complete addition 2.0 (12 mmol) g N-methoxy-N-methylbenzamid in 38 ml THF are added over 15 minutes while the temperature does not exceed −95° C. After 5 hours at −100° C. 12 ml diethyl ether are added and the reaction mixture is warmed to ro... Product: C(C)(C)(C)C=1C=C(C=C2C(N(OC2)C)=O)C=C(C1O)C(C)(C)C (4-(3,5-di-tert-butyl-4-hydroxybenzylidene)-2-methyl-3-isoxazolidinone). Procedure details: A mixture of 20 g (60 mmol) of 4-[(3,5-di-tert-butyl-4-hydroxyphenyl)hydroxymethyl]-2-methyl-3-isoxazolidinone and 0.4 g of p-toluenesulfonic acid monohydrate in 300 ml of benzene was refluxed for 5 hours. The reaction mixture was concentrated and the concentrate triturated in 150 ml of ether to yield 10 g of the E-isomer of 4-(3,5-di-tert-butyl-4-hydroxybenzylidene)-2-methyl-3-isoxazolidinone having a melting point of 194°-196° C. Starting materials: C(C)(C)(C)C=1C=C(C=C(C1O)C(C)(C)C)C(C1C(N(OC1)C)=O)O (4-[(3,5-di-tert-butyl-4-hydroxyphenyl)hydroxymethyl]-2-methyl-3-isoxazolidinone), O.C1(=CC=C(C=C1)S(=O)(=O)O)C (p-toluenesulfonic acid monohydrate). Run in C1=CC=CC=C1 (benzene). Reaction SMILES: [C:1]([C:5]1[CH:6]=[C:7]([CH:16](O)[CH:17]2[CH2:21][O:20][N:19]([CH3:22])[C:18]2=[O:23])[CH:8]=[C:9]([C:12]([CH3:15])([CH3:14])[CH3:13])[C:10]=1[OH:11])([CH3:4])([CH3:3])[CH3:2].O.C1(C)C=CC(S(O)(=O)=O)=CC=1>C1C=CC=CC=1>[C:1]([C:5]1[CH:6]=[C:7]([CH:8]=[C:9]([C:12]([CH3:15])([CH3:14])[CH3:13])[C:10]=1[OH:11])[CH:16]=[C:17]1[CH2:21][O:20][N:19]([CH3:22])[C:18]1=[O:23])([CH3:4])([CH3:3])[CH3:2] |f:1.2|. Starting materials: [BH4-].[Na+] (Sodium borohydride), C(C)OC(=O)CN1C=NC=C1\C=C\1/CN(CCC1=O)C(C1=CC=CC=C1)(C1=CC=CC=C1)C1=CC=CC=C1 ((E)-3-{[1-(ethoxycarbonylmethyl)-1H-imidazol-5-yl]methylidene}-1-(triphenylmethyl)piperidin-4-one), ClCCl (dichloromethane). Run in C(C)O (ethanol). Run at temperature 0 celsius, time 0.5 hour. Product: C(C)OC(=O)CN1C=NC=C1\C=C\1/CN(CCC1O)C(C1=CC=CC=C1)(C1=CC=CC=C1)C1=CC=CC=C1 ((E)-3-{[1-(Ethoxycarbonylmethyl)-1H-imidazol-5-yl]methylidene}-1-(triphenylmethyl)piperidin-4-ol). The yield is 37.2%. RXN SMILES: [BH4-].[Na+].[CH2:3]([O:5][C:6]([CH2:8][N:9]1[C:13](/[CH:14]=[C:15]2\[CH2:16][N:17]([C:22]([C:35]3[CH:40]=[CH:39][CH:38]=[CH:37][CH:36]=3)([C:29]3[CH:34]=[CH:33][CH:32]=[CH:31][CH:30]=3)[C:23]3[CH:28]=[CH:27][CH:26]=[CH:25][CH:24]=3)[CH2:18][CH2:19][C:20]\2=[O:21])=[CH:12][N:11]=[CH:10]1)=[O:7])[CH3:4].ClCCl>C(O)C>[CH2:3]([O:5][C:6]([CH2:8][N:9]1[C:13](/[CH:14]=[C:15]2\[CH2:16][N:17]([C:22]([C:35]3[CH:40]=[CH:39][CH:38]=[CH:37][CH:36]=3)([C:29]3[CH:34]=[CH:33][CH:32]=[CH:31][CH:30]=3)[C:23]3[CH:24]=[CH:25][CH:26]=[CH:27][CH:28]=3)[CH2:18][CH2:19][CH:20]\2[OH:21])=[CH:12][N:11]=[CH:10]1)=[O:7])[CH3:4] |f:0.1|. Procedure: Sodium borohydride (0.06 g) was added to a solution of (E)-3-{[1-(ethoxycarbonylmethyl)-1H-imidazol-5-yl]methylidene}-1-(triphenylmethyl)piperidin-4-one (1.5 g) in a mixed solvent of dichloromethane (10 ml) and ethanol (10 ml) at 0° C. After the mixture was stirred at 0° C. for 0.5 hour and then at room temperature for 1.5 hour, it was partitioned between water and ethyl acetate. The organic layer was separated, washed with a saturated aqueous sodium chloride solution and dried over anhydrous ma... Run at temperature -78 celsius, time 20 minute. The reactants are C(C)OCC (diethyl ether), C(CCC)[Li] (n-butyllithium), COC1=C(C=C(C(=C1)OCOC)OC)OCOC (1,4-dimethoxy-2,5-bis(methoxymethoxy)benzene), CSSC (dimethyl disulfide). Reaction SMILES: [CH3:1][O:2][C:3]1[CH:8]=[C:7]([O:9][CH2:10][O:11][CH3:12])[C:6]([O:13][CH3:14])=[CH:5][C:4]=1[O:15][CH2:16][O:17][CH3:18].C([Li])CCC.[CH3:24][S:25]SC.C(OCC)C>C1(C)C=CC=CC=1.CN(C)P(=O)(N(C)C)N(C)C.CN(C)CCN(C)C>[CH3:14][O:13][C:6]1[CH:5]=[C:4]([O:15][CH2:16][O:17][CH3:18])[C:3]([O:2][CH3:1])=[C:8]([S:25][CH3:24])[C:7]=1[O:9][CH2:10][O:11][CH3:12]. Yields the product COC1=C(C(=C(C(=C1)OCOC)OC)SC)OCOC (1,4-dimethoxy-2,5-bis(methoxymethoxy)-3-methylthiobenzene). The solvent is C1(=CC=CC=C1)C (toluene), CN(P(N(C)C)(N(C)C)=O)C (hexamethylphosphoric triamide), CN(CCN(C)C)C (N,N,N',N'-tetramethylethylenediamine). Procedure details: 259 Milligrams of 1,4-dimethoxy-2,5-bis(methoxymethoxy)benzene was dissolved in a mixed solvent of 12 ml of toluene with 3 ml of hexamethylphosphoric triamide, and further 0.303 ml of N,N,N',N'-tetramethylethylenediamine was added thereto, and the mixture was cooled to -78° C. on a dry ice-acetone mixture bath. 1.34 Milliliters of n-butyllithium (1.6 M, n-hexane solution) was added dropwise to the reaction mixture and stirred for 20 minutes. Then 0.14 ml of dimethyl disulfide was added dropwise ... The reactants are N1=CC=C(C2=CC=CC=C12)C=O (4-quinolinecarboxaldehyde), N1(N=CC=C1)C1=CC=C(C=O)C=C1 (4-(1H-pyrazol-1-yl)-benzaldehyde). Yields the product N1=CC=C(C2=CC=CC=C12)/C=C/C=O ((2E)-3-(4-Quinolinyl)-2-propenal). As a reaction SMILES: [N:1]1[C:10]2[C:5](=[CH:6][CH:7]=[CH:8][CH:9]=2)[C:4]([CH:11]=O)=[CH:3][CH:2]=1.N1(C2C=C[C:21]([CH:22]=[O:23])=CC=2)C=CC=N1>>[N:1]1[C:10]2[C:5](=[CH:6][CH:7]=[CH:8][CH:9]=2)[C:4](/[CH:11]=[CH:21]/[CH:22]=[O:23])=[CH:3][CH:2]=1. Procedure: The title compound was prepared by a procedure analogous to Reference Example 30 by substituting 4-quinolinecarboxaldehyde for the 4-(1H-pyrazol-1-yl)-benzaldehyde of Reference Example 30. MS 184 (M+H)+. Reactants: C(=O)(C(F)(F)F)O (TFA), S(=O)(=O)(ON1[C@@H]2CC[C@H](N(C1=O)C2)C=2SC(=NN2)CNC(=O)OC(C)(C)C)[O-].[Na+] (sodium (2S,5R)-2-(5-(((tert-butoxycarbonyl)amino)methyl)-1,3,4-thiadiazol-2-yl)-7-oxo-1,6-diazabicyclo[3.2.1]octan-6-yl sulfate). Solvent: C(Cl)Cl (DCM), CCOCC (ether). Run at temperature 0 celsius, time 2.5 hour. Product: S(=O)(=O)(ON1[C@@H]2CC[C@H](N(C1=O)C2)C=2SC(=NN2)CN)O ((2S,5R)-2-(5-(aminomethyl)-1,3,4-thiadiazol-2-yl)-7-oxo-1,6-diazabicyclo[3.2.1]octan-6-yl hydrogen sulfate). Isolated yield 81.8%. RXN SMILES: C(O)(C(F)(F)F)=O.[S:8]([O-:35])([O:11][N:12]1[C:18](=[O:19])[N:17]2[CH2:20][C@H:13]1[CH2:14][CH2:15][C@H:16]2[C:21]1[S:22][C:23]([CH2:26][NH:27]C(OC(C)(C)C)=O)=[N:24][N:25]=1)(=[O:10])=[O:9].[Na+]>C(Cl)Cl.CCOCC>[S:8]([OH:35])([O:11][N:12]1[C:18](=[O:19])[N:17]2[CH2:20][C@H:13]1[CH2:14][CH2:15][C@H:16]2[C:21]1[S:22][C:23]([CH2:26][NH2:27])=[N:24][N:25]=1)(=[O:9])=[O:10] |f:1.2|. Procedure: TFA (0.30 mL) was added to a mixture of sodium (2S,5R)-2-(5-(((tert-butoxycarbonyl)amino)methyl)-1,3,4-thiadiazol-2-yl)-7-oxo-1,6-diazabicyclo[3.2.1]octan-6-yl sulfate (50 mg) in dry DCM (0.80 mL) at 0° C. The reaction mixture was stirred at 0° C. for 2-3 hrs and then diluted with ether (˜15 mL). The precipitate was collected via centrifugation, washed with ether (3×) and dried under high vacuum to afford (2S,5R)-2-(5-(aminomethyl)-1,3,4-thiadiazol-2-yl)-7-oxo-1,6-diazabicyclo[3.2.1]octan-6-yl h... Reactants: NC=1C2=CC=CC=C2N=C2CCC3=C(C12)NN=C3 (11-amino-4,5-dihydro-1H-pyrazolo[3,4-a]acridine), [H-].[Na+] (NaH), BrCCC1=CC=CC=C1 ((2-bromoethyl)benzene), [H-].[Na+] (NaH), BrCCC1=CC=CC=C1 ((2-bromoethyl)benzene). Run in CN(C)C=O (DMF). Conditions: time 1 hour. The product is NC=1C2=CC=CC=C2N=C2CCC=3C(C12)=NN(C3)CCC3=CC=CC=C3 (11-Amino-4,5-dihydro-2-(2-phenylethyl)-2H-pyrazolo [3,4-a]acridine). As a reaction SMILES: [NH2:1][C:2]1[C:3]2[C:8]([N:9]=[C:10]3[C:15]=1[C:14]1[NH:16][N:17]=[CH:18][C:13]=1[CH2:12][CH2:11]3)=[CH:7][CH:6]=[CH:5][CH:4]=2.[H-].[Na+].Br[CH2:22][CH2:23][C:24]1[CH:29]=[CH:28][CH:27]=[CH:26][CH:25]=1>CN(C=O)C>[NH2:1][C:2]1[C:3]2[C:8]([N:9]=[C:10]3[C:15]=1[C:14]1=[N:16][N:17]([CH2:22][CH2:23][C:24]4[CH:29]=[CH:28][CH:27]=[CH:26][CH:25]=4)[CH:18]=[C:13]1[CH2:12][CH2:11]3)=[CH:7][CH:6]=[CH:5][CH:4]=2 |f:1.2|. Procedure: To a solution of 11-amino-4,5-dihydro-1H-pyrazolo[3,4-a]acridine (4.36 g) in dry DMF (130 ml) was slowly added 922 mg of NaH (60%). The reaction was stirred at room temperature for one hour, then (2-bromoethyl)benzene (3.23 ml) was added and the reaction stirred for four hours. An additional 230 mg of NaH (60%) was added, and then the reaction was stirred for a half hour, after which 0.8 ml of (2-bromoethyl)benzene was added and the reaction was stirred at room temperature overnight.